This data is from the Open Reaction Database (ORD), a public repository of structured organic reaction records. The task is: describe an organic reaction: reactants, conditions, products, and yield The reactants are CC1=C(C=CC(=C1)N1CC(CC1)N1C(CCC1)C)N (2-methyl-4-(2-methyl-[1,3′]bipyrrolidinyl-1′-yl)-phenylamine), N1=CC(=CC=C1)C=1SC=C(N1)C(=O)O (2-pyridin-3-yl-thiazole-4-carboxylic acid). Yields the product CC1=C(C=CC(=C1)N1CC(CC1)N1C(CCC1)C)NC(=O)C=1N=C(SC1)C=1C=NC=CC1 (2-Pyridin-3-yl-thiazole-4-carboxylic acid [2-methyl-4-(2-methyl-[1,3′]bipyrrolidinyl-1′-yl)-phenyl]-amide). Reaction SMILES: [CH3:1][C:2]1[CH:7]=[C:6]([N:8]2[CH2:12][CH2:11][CH:10]([N:13]3[CH2:17][CH2:16][CH2:15][CH:14]3[CH3:18])[CH2:9]2)[CH:5]=[CH:4][C:3]=1[NH2:19].[N:20]1[CH:25]=[CH:24][CH:23]=[C:22]([C:26]2[S:27][CH:28]=[C:29]([C:31](O)=[O:32])[N:30]=2)[CH:21]=1>>[CH3:1][C:2]1[CH:7]=[C:6]([N:8]2[CH2:12][CH2:11][CH:10]([N:13]3[CH2:17][CH2:16][CH2:15][CH:14]3[CH3:18])[CH2:9]2)[CH:5]=[CH:4][C:3]=1[NH:19][C:31]([C:29]1[N:30]=[C:26]([C:22]2[CH:21]=[N:20][CH:25]=[CH:24][CH:23]=2)[S:27][CH:28]=1)=[O:32]. Reported procedure: The title compound was prepared in a manner substantially the same as example 1 by coupling 2-methyl-4-(2-methyl-[1,3′]bipyrrolidinyl-1′-yl)-phenylamine with 2-pyridin-3-yl-thiazole-4-carboxylic acid. MS: 448.2 (M+H). RXN SMILES: C(O)(C(F)(F)F)=O.[CH:8]([S:11]([C:14]1[CH:19]=[CH:18][C:17]([C:20]2[N:25]=[C:24]([C:26]3[O:30][N:29]=[C:28]([C:31]4[CH:36]=[CH:35][C:34]([CH2:37][N:38](C)[C:39](=O)OC(C)(C)C)=[CH:33][CH:32]=4)[CH:27]=3)[CH:23]=[N:22][CH:21]=2)=[CH:16][CH:15]=1)(=[O:13])=[O:12])([CH3:10])[CH3:9]>C(Cl)Cl>[CH:8]([S:11]([C:14]1[CH:15]=[CH:16][C:17]([C:20]2[N:25]=[C:24]([C:26]3[O:30][N:29]=[C:28]([C:31]4[CH:32]=[CH:33][C:34]([CH2:37][NH:38][CH3:39])=[CH:35][CH:36]=4)[CH:27]=3)[CH:23]=[N:22][CH:21]=2)=[CH:18][CH:19]=1)(=[O:12])=[O:13])([CH3:10])[CH3:9]. Starting materials: C(=O)(C(F)(F)F)O (TFA), C(C)(C)S(=O)(=O)C1=CC=C(C=C1)C1=CN=CC(=N1)C1=CC(=NO1)C1=CC=C(C=C1)CN(C(OC(C)(C)C)=O)C (tert-butyl N-[[4-[5-[6-(4-isopropylsulfonylphenyl)pyrazin-2-yl]isoxazol-3-yl]phenyl]methyl]-N-methyl-carbamate). Yield: 65.6%. Run in C(Cl)Cl (DCM). Procedure details: TFA (500 μL, 6.490 mmol) was added to a stirred solution of tert-butyl N-[[4-[5-[6-(4-isopropylsulfonylphenyl)pyrazin-2-yl]isoxazol-3-yl]phenyl]methyl]-N-methyl-carbamate (85 mg, 0.1549 mmol) in DCM (5 mL) and the reaction was stirred at ambient temperature for 15 hours. The solvent was removed in vacuo and the residue azeotroped with DCM (×2) and ether (×2). The reaction mixture was passed through a 2 g SCX-2 cartridge and washed with MeOH/DCM mixtures. The product was eluted by washing the car... Run at time 15 hour. Product: C(C)(C)S(=O)(=O)C1=CC=C(C=C1)C1=CN=CC(=N1)C1=CC(=NO1)C1=CC=C(C=C1)CNC (1-(4-(5-(6-(4-(isopropylsulfonyl)phenyl)pyrazin-2-yl)isoxazol-3-yl)phenyl)-N-methylmethanamine). The reactants are C(C)(C)(C)N (Tert-butylamine), C(C)OC(C(C(=O)C1=C(C=C(C(=C1)F)F)F)=COCC)=O (3-(2,4,5-trifluorophenyl)-3-oxo-2-(ethoxymethylene)-propanoic acid ethyl ester). The solvent is C(C)O (ethanol). Reaction conditions: time 5 minute. Yields the product C(C)OC(C(C(=O)C1=C(C=C(C(=C1)F)F)F)=CNC(C)(C)C)=O (3-(2,4,5-TRIFLUOROPHENYL)-3-OXO-2-(((1,1-DIMETHYLETHYL)AMINO)METHYLENE)-PROPANOIC ACID ETHYL ESTER). Isolated yield 50.4%. Reaction SMILES: [C:1]([NH2:5])([CH3:4])([CH3:3])[CH3:2].[CH2:6]([O:8][C:9](=[O:26])[C:10](=[CH:22]OCC)[C:11]([C:13]1[CH:18]=[C:17]([F:19])[C:16]([F:20])=[CH:15][C:14]=1[F:21])=[O:12])[CH3:7]>C(O)C>[CH2:6]([O:8][C:9](=[O:26])[C:10](=[CH:22][NH:5][C:1]([CH3:4])([CH3:3])[CH3:2])[C:11]([C:13]1[CH:18]=[C:17]([F:19])[C:16]([F:20])=[CH:15][C:14]=1[F:21])=[O:12])[CH3:7]. Procedure details: Tert-butylamine (6.2 mL, 84.7 mmoles) was added to a solution of 13.15 g (43.5 mmoles) of 3-(2,4,5-trifluorophenyl)-3-oxo-2-(ethoxymethylene)-propanoic acid ethyl ester in 19 mL of dry ethanol at -15° C. After 5 minutes, the mixture was stirred at room temperature for one hour, and then concentrated to dryness. The crude residue (10.87 g) was crystallized from 25 mL of hexane to afford 7.22 g of titled compound. The reactants are CCO, CC1(c2ccc3cc(OC4CC5CCC4C5)ccc3c2)COC(=O)N1, [Li+], [OH-], O. The product is CC(N)(CO)c1ccc2cc(OC3CC4CCC3C4)ccc2c1. Reaction SMILES: [CH3:26][CH2:27][OH:28].[CH:1]12[CH:2]([O:8][c:9]3[cH:10][c:11]4[cH:12][cH:13][c:14]([C:19]5([CH3:25])[NH:20][C:21](=[O:24])[O:22][CH2:23]5)[cH:15][c:16]4[cH:17][cH:18]3)[CH2:3][CH:4]([CH2:5][CH2:6]1)[CH2:7]2.[Li+:29].[OH-:30].[OH2:31]>>[CH:1]12[CH:2]([O:8][c:9]3[cH:10][c:11]4[cH:12][cH:13][c:14]([C:19]([NH2:20])([CH2:23][OH:22])[CH3:25])[cH:15][c:16]4[cH:17][cH:18]3)[CH2:3][CH:4]([CH2:5][CH2:6]1)[CH2:7]2. The reactants are B, C1CCOC1, CSC, CCOC(C)=O, [Cl-], [NH4+], CC(C)OC(=O)CCCC1CCC2C(CC(OC3CCCCO3)C2C=CC(=O)COc2ccccc2)OC1. Product: CC(C)OC(=O)CCCC1CCC2C(CC(OC3CCCCO3)C2C=CC(O)COc2ccccc2)OC1. As a reaction SMILES: [BH3:47].[CH2:1]1[O:2][CH2:3][CH2:4][CH2:5]1.[CH3:44][S:45][CH3:46].[CH3:50][CH2:51][O:52][C:53](=[O:54])[CH3:55].[Cl-:48].[NH4+:49].[O:6]=[C:7]([CH:8]=[CH:9][CH:10]1[CH:11]([O:29][CH:30]2[O:31][CH2:32][CH2:33][CH2:34][CH2:35]2)[CH2:12][CH:13]2[O:14][CH2:15][CH:16]([CH2:20][CH2:21][CH2:22][C:23](=[O:24])[O:25][CH:26]([CH3:27])[CH3:28])[CH2:17][CH2:18][CH:19]12)[CH2:36][O:37][c:38]1[cH:39][cH:40][cH:41][cH:42][cH:43]1>>[OH:6][CH:7]([CH:8]=[CH:9][CH:10]1[CH:11]([O:29][CH:30]2[O:31][CH2:32][CH2:33][CH2:34][CH2:35]2)[CH2:12][CH:13]2[O:14][CH2:15][CH:16]([CH2:20][CH2:21][CH2:22][C:23](=[O:24])[O:25][CH:26]([CH3:27])[CH3:28])[CH2:17][CH2:18][CH:19]12)[CH2:36][O:37][c:38]1[cH:39][cH:40][cH:41][cH:42][cH:43]1. The reactants are O (water), C(C)(=O)NC(CO[Si](C)(C)C(C)(C)C)(CO[Si](C)(C)C(C)(C)C)CCC1=CC=C(C=C1)C(CCCCC1=CC=CC=C1)=O (2-acetamido-1,3-bis(tert-butyldimethylsilyloxy)-2-(2-(4-(1-oxo-5-phenylpentyl)phenyl)ethyl)propane), [F-].C(CCC)[N+](CCCC)(CCCC)CCCC (tetra-n-butylammonium fluoride). Solvent: O1CCCC1 (tetrahydrofuran), O1CCCC1 (tetrahydrofuran). Run at time 1 hour. Yields the product C(C)(=O)NC(CO)(CO)CCC1=CC=C(C=C1)C(CCCCC1=CC=CC=C1)=O (2-acetamido-2-(2-(4-(1-oxo-5-phenylpentyl)phenyl)ethyl)propane-1,3-diol). RXN SMILES: [C:1]([NH:4][C:5]([CH2:24][CH2:25][C:26]1[CH:31]=[CH:30][C:29]([C:32](=[O:43])[CH2:33][CH2:34][CH2:35][CH2:36][C:37]2[CH:42]=[CH:41][CH:40]=[CH:39][CH:38]=2)=[CH:28][CH:27]=1)([CH2:15][O:16][Si](C(C)(C)C)(C)C)[CH2:6][O:7][Si](C(C)(C)C)(C)C)(=[O:3])[CH3:2].[F-].C([N+](CCCC)(CCCC)CCCC)CCC.O>O1CCCC1>[C:1]([NH:4][C:5]([CH2:24][CH2:25][C:26]1[CH:27]=[CH:28][C:29]([C:32](=[O:43])[CH2:33][CH2:34][CH2:35][CH2:36][C:37]2[CH:42]=[CH:41][CH:40]=[CH:39][CH:38]=2)=[CH:30][CH:31]=1)([CH2:15][OH:16])[CH2:6][OH:7])(=[O:3])[CH3:2] |f:1.2|. Procedure details: To a solution of 2-acetamido-1,3-bis(tert-butyldimethylsilyloxy)-2-(2-(4-(1-oxo-5-phenylpentyl)phenyl)ethyl)propane (0.9 g) in tetrahydrofuran (10 ml) was added a solution of tetra-n-butylammonium fluoride (1.2 g) in tetrahydrofuran (5 ml) under ice-cooling, and the mixture was stirred at room temperature for 1 hour. The reaction mixture was poured into water and extracted with ethyl acetate. The ethyl acetate layer was washed with saturated brine, dried over anhydrous magnesium sulfate and the ... Reactants: N1=CC=NC=C1 (pyrazine), C(C)(C)(C)[Li] (t-Butyl lithium), solution, COC1=NC2=CC=C(C=C2C=C1)Br (2-methoxy-6-bromoquinoline). Solvent: C1CCOC1 (THF), CCCCC (pentane), C1CCOC1 (THF). Reaction conditions: time 20 minute. Yields the product COC1=NC2=CC=C(C=C2C=C1)C1=NC=CN=C1 (2-methoxy-6-(2-pyrazinyl)quinoline). Reaction SMILES: C([Li])(C)(C)C.[CH3:6][O:7][C:8]1[CH:17]=[CH:16][C:15]2[C:10](=[CH:11][CH:12]=[C:13](Br)[CH:14]=2)[N:9]=1.[N:19]1[CH:24]=[CH:23][N:22]=[CH:21][CH:20]=1>CCCCC.C1COCC1>[CH3:6][O:7][C:8]1[CH:17]=[CH:16][C:15]2[C:10](=[CH:11][CH:12]=[C:13]([C:20]3[CH:21]=[N:22][CH:23]=[CH:24][N:19]=3)[CH:14]=2)[N:9]=1. Reported procedure: t-Butyl lithium (4.6 cm3 of a 2.6M solution in pentane) was added dropwise to a stirred solution of 2-methoxy-6-bromoquinoline (1.43 g) in THF (10 cm3) at -70° under nitrogen. After 20 minutes a solution of pyrazine (0.48 g) in THF (5 cm3) was added and after stirring for a further 20 minutes a stream of dry air was bubbled through the solution for 0.5 hour at -70° and then for a further 1 hour as the mixture warmed to room temperature. Chloroform (50 cm3) was added and the solution was washed w... The reactants are Cl (HCl), 58, C(C)(=O)NC1=CC=C(C2=C1CC(O2)(C)C)C(=O)OC (methyl 4-(acetylamino)-2,3-dihydro-2,2-dimethyl-7-benzofurancarboxylate), [OH-].[K+] (potassium hydroxide). Run in O (water). Run at time 3 hour. Product: 36, NC1=CC=C(C2=C1CC(O2)(C)C)C(=O)O (4-amino-2,3-dihydro-2,2-dimethyl-7-benzofurancarboxylic acid). Yield: 79.0%. Reaction SMILES: C([NH:4][C:5]1[C:10]2[CH2:11][C:12]([CH3:15])([CH3:14])[O:13][C:9]=2[C:8]([C:16]([O:18]C)=[O:17])=[CH:7][CH:6]=1)(=O)C.[OH-].[K+].Cl>O>[NH2:4][C:5]1[C:10]2[CH2:11][C:12]([CH3:15])([CH3:14])[O:13][C:9]=2[C:8]([C:16]([OH:18])=[O:17])=[CH:7][CH:6]=1 |f:1.2|. Reported procedure: A mixture of 58 parts of methyl 4-(acetylamino)-2,3-dihydro-2,2-dimethyl-7-benzofurancarboxylate, 123 parts of potassium hydroxide and 1100 parts of water was stirred for 3 hours at reflux temperature. After cooling, the reaction mixture was acidified to pH 1 with HCl. The precipitate was filtered off and dried in vacuo at 80° C., yielding 36 parts (79.0%) of 4-amino-2,3-dihydro-2,2-dimethyl-7-benzofurancarboxylic acid (interm. 6). The reactants are ClCCCC(=O)Cl (4-chloro-butyryl chloride), Cl.CNC (dimethyl-amine hydrochloride), [OH-].[Na+] (NaOH). Solvent: C1CCOC1 (THF). Reaction conditions: time 1.5 hour. Product: ClCCCC(=O)N(C)C (4-Chloro-N,N-dimethyl-butyramide). Isolated yield 100.3%. RXN SMILES: [Cl:1][CH2:2][CH2:3][CH2:4][C:5](Cl)=[O:6].Cl.[CH3:9][NH:10][CH3:11].[OH-].[Na+]>C1COCC1>[Cl:1][CH2:2][CH2:3][CH2:4][C:5]([N:10]([CH3:11])[CH3:9])=[O:6] |f:1.2,3.4|. Reported procedure: To a solution of 4-chloro-butyryl chloride (1.12 ml, 10.0 mmol) and dimethyl-amine hydrochloride (4.1 g, 50.0 mmol) in THF at 5° C. was added 2M NaOH (30 ml, 60.0 mmol) dropwise over 30 minutes while maintaining reaction temperature between 5-10° C. The reaction was stirred for additional 1.5 h and was concentrated, extracted with EtOAc (×2). The combined organic layer was washed with 1M HCl (×2), brine, dried over Na2SO4, and concentrated in vacuo to yield the title compound as colorless oil (1... Starting materials: O (Water), OC=1C=C(C=C(C1)O[C@H](COC)C)C(=O)NC1=NN(C=C1)C(=O)OC(C)(C)C (1,1-Dimethylethyl 3-{[(3-hydroxy-5-{[(1S)-1-methyl-2-(methyloxy)ethyl]oxy}phenyl) carbonyl]amino}-1H-pyrazole-1-carboxylate), FC1=C(C=C(C(=C1)F)F)S(=O)(=O)C1C(OCC1)=O (3-[(2,4,5-trifluorophenyl)sulfonyl]dihydrofuran-2(3H)-one), C([O-])([O-])=O.[K+].[K+] (potassium carbonate). Run in C(C)#N (acetonitrile). Reaction conditions: time 1 hour. The product is FC=1C(=CC2=C(S(CCCO2)(=O)=O)C1)OC=1C=C(C(=O)NC2=NNC=C2)C=C(C1)O[C@H](COC)C (3-[(7-Fluoro-5,5-dioxido-3,4-dihydro-2H-1,5-benzoxathiepin-8-yl)oxy]-5-{[(1S)-1-methyl-2-(methyloxy)ethyl]oxy}-N-1H-pyrazol-3-ylbenzamide). The yield is 22.9%. RXN SMILES: [OH:1][C:2]1[CH:3]=[C:4]([C:14]([NH:16][C:17]2[CH:21]=[CH:20][N:19](C(OC(C)(C)C)=O)[N:18]=2)=[O:15])[CH:5]=[C:6]([O:8][C@@H:9]([CH3:13])[CH2:10][O:11][CH3:12])[CH:7]=1.F[C:30]1[CH:35]=[C:34](F)[C:33]([F:37])=[CH:32][C:31]=1[S:38]([CH:41]1[CH2:45][CH2:44][O:43]C1=O)(=[O:40])=[O:39].C(=O)([O-])[O-].[K+].[K+].O>C(#N)C>[F:37][C:33]1[C:34]([O:1][C:2]2[CH:3]=[C:4]([CH:5]=[C:6]([O:8][C@@H:9]([CH3:13])[CH2:10][O:11][CH3:12])[CH:7]=2)[C:14]([NH:16][C:17]2[CH:21]=[CH:20][NH:19][N:18]=2)=[O:15])=[CH:35][C:30]2[O:43][CH2:44][CH2:45][CH2:41][S:38](=[O:40])(=[O:39])[C:31]=2[CH:32]=1 |f:2.3.4|. Procedure: 1,1-Dimethylethyl 3-{[(3-hydroxy-5-{[(1S)-1-methyl-2-(methyloxy)ethyl]oxy}phenyl) carbonyl]amino}-1H-pyrazole-1-carboxylate (145 mg, 0.5 mmol), 3-[(2,4,5-trifluorophenyl)sulfonyl]dihydrofuran-2(3H)-one (140 mg, 0.5 mmol) and potassium carbonate (138 mg, 2 mmol) in acetonitrile (4 mL) were heated at 130° C. for 1 hour then 160° C. for a further 1 hour in a microwave reactor. Water was added to the reaction mixture and the phases separated. The aqueous phase was extracted with ethyl acetate (3×20 ...